This data is from the Open Reaction Database (ORD), a public repository of structured organic reaction records. The task is: describe an organic reaction: reactants, conditions, products, and yield The reactants are N(=NC(=O)OCC)C(=O)OCC (Diethyl azodicarboxylate), ClC=1C=CC(=C(C1)S(=O)(=O)OC=1C=C(OCCCO)C=C(C1)C)OC (3-[3-(5-chloro-2-methoxyphenylsulfonyloxy)-5-methylphenoxy]propanol), C1(=CC=CC=C1)P(C1=CC=CC=C1)C1=CC=CC=C1 (triphenylphosphine), ON1C(C=2C(C1=O)=CC=CC2)=O (N-hydroxyphthalimide). Solvent: O1CCCC1 (tetrahydrofuran). Reaction conditions: temperature 0 celsius, time 15 minute. Product: ClC=1C=CC(=C(C1)S(=O)(=O)OC=1C=C(OCCCON2C(C=3C(C2=O)=CC=CC3)=O)C=C(C1)C)OC (N-[3-[3-(5-Chloro-2-methoxyphenylsulfonyloxy)-5-methylphenoxy]propoxy]phthalimide). Isolated yield 99.0%. Reaction SMILES: N(C(OCC)=O)=NC(OCC)=O.[Cl:13][C:14]1[CH:15]=[CH:16][C:17]([O:36][CH3:37])=[C:18]([S:20]([O:23][C:24]2[CH:25]=[C:26]([CH:32]=[C:33]([CH3:35])[CH:34]=2)[O:27][CH2:28][CH2:29][CH2:30][OH:31])(=[O:22])=[O:21])[CH:19]=1.C1(P(C2C=CC=CC=2)C2C=CC=CC=2)C=CC=CC=1.O[N:58]1[C:62](=[O:63])[C:61]2=[CH:64][CH:65]=[CH:66][CH:67]=[C:60]2[C:59]1=[O:68]>O1CCCC1>[Cl:13][C:14]1[CH:15]=[CH:16][C:17]([O:36][CH3:37])=[C:18]([S:20]([O:23][C:24]2[CH:25]=[C:26]([CH:32]=[C:33]([CH3:35])[CH:34]=2)[O:27][CH2:28][CH2:29][CH2:30][O:31][N:58]2[C:59](=[O:68])[C:60]3=[CH:67][CH:66]=[CH:65][CH:64]=[C:61]3[C:62]2=[O:63])(=[O:21])=[O:22])[CH:19]=1. Procedure: Diethyl azodicarboxylate (0.16 mL, 0.95 mmol) was added dropwise over 6 min to 3-[3-(5-chloro-2-methoxyphenylsulfonyloxy)-5-methylphenoxy]propanol (0.31 g, 0.79 mmol, prepared in the preceding step), triphenylphosphine (0.25 g, 0.93 mmol) and N-hydroxyphthalimide (0.13 g, 0.80 mmol) in anhydrous tetrahydrofuran (7.9 mL) at 0° C. under a nitrogen atmosphere. The solution was stirred 0° C. for an adddional 15 min then at ambient temperature overnight. The reaction mixture was concentrated, and the... Reaction SMILES: [Br:24][c:25]1[c:26]2[c:30]([cH:31][cH:32][c:33]1[CH3:34])[CH2:29][C:28]([CH3:35])=[CH:27]2.[C:18](=[O:19])([O-:20])[O-:21].[C:1]([CH3:2])([CH3:3])([CH3:4])[c:5]1[cH:6][c:7]([B:15]([OH:16])[OH:17])[cH:8][c:9]([C:11]([CH3:12])([CH3:13])[CH3:14])[cH:10]1.[CH2:36]1[O:37][CH2:38][CH2:39][O:40][CH2:41]1.[Cs+:22].[Cs+:23].[O:44]=[C:45]([CH:46]=[CH:47][c:48]1[cH:49][cH:50][cH:51][cH:52][cH:53]1)[CH:54]=[CH:55][c:56]1[cH:57][cH:58][cH:59][cH:60][cH:61]1.[O:62]=[C:63]([CH:64]=[CH:65][c:66]1[cH:67][cH:68][cH:69][cH:70][cH:71]1)[CH:72]=[CH:73][c:74]1[cH:75][cH:76][cH:77][cH:78][cH:79]1.[O:80]=[C:81]([CH:82]=[CH:83][c:84]1[cH:85][cH:86][cH:87][cH:88][cH:89]1)[CH:90]=[CH:91][c:92]1[cH:93][cH:94][cH:95][cH:96][cH:97]1.[Pd:42].[Pd:43]>>[C:1]([CH3:2])([CH3:3])([CH3:4])[c:5]1[cH:6][c:7](-[c:25]2[c:26]3[c:30]([cH:31][cH:32][c:33]2[CH3:34])[CH2:29][C:28]([CH3:35])=[CH:27]3)[cH:8][c:9]([C:11]([CH3:12])([CH3:13])[CH3:14])[cH:10]1. The reactants are CC1=Cc2c(ccc(C)c2Br)C1, O=C([O-])[O-], CC(C)(C)c1cc(B(O)O)cc(C(C)(C)C)c1, C1COCCO1, [Cs+], [Cs+], O=C(C=Cc1ccccc1)C=Cc1ccccc1, O=C(C=Cc1ccccc1)C=Cc1ccccc1, O=C(C=Cc1ccccc1)C=Cc1ccccc1, [Pd], [Pd]. Product: CC1=Cc2c(ccc(C)c2-c2cc(C(C)(C)C)cc(C(C)(C)C)c2)C1. Starting materials: BrC=1C(=NC=C(C1)C(NC1=CC=C(C=C1)OC(F)(F)F)=O)N1C[C@@H](CC1)CNC(OC(C)(C)C)=O ((S)-tert-butyl ((1-(3-bromo-5-((4-(trifluoromethoxy)phenyl)carbamoyl)pyridin-2-yl)pyrrolidin-3-yl)methyl)carbamate), N1=CC(=CC=C1)B(O)O (pyridin-3-ylboronic acid). Yields the product NC[C@H]1CN(CC1)C1=NC=C(C=C1C=1C=NC=CC1)C(=O)NC1=CC=C(C=C1)OC(F)(F)F ((S)-2-(3-(Aminomethyl)pyrrolidin-1-yl)-N-(4-(trifluoromethoxy)phenyl)-[3,3′-bipyridine]-5-carboxamide). As a reaction SMILES: Br[C:2]1[C:3]([N:22]2[CH2:26][CH2:25][C@@H:24]([CH2:27][NH:28]C(=O)OC(C)(C)C)[CH2:23]2)=[N:4][CH:5]=[C:6]([C:8](=[O:21])[NH:9][C:10]2[CH:15]=[CH:14][C:13]([O:16][C:17]([F:20])([F:19])[F:18])=[CH:12][CH:11]=2)[CH:7]=1.[N:36]1[CH:41]=[CH:40][CH:39]=[C:38](B(O)O)[CH:37]=1>>[NH2:28][CH2:27][C@@H:24]1[CH2:25][CH2:26][N:22]([C:3]2[C:2]([C:38]3[CH:37]=[N:36][CH:41]=[CH:40][CH:39]=3)=[CH:7][C:6]([C:8]([NH:9][C:10]3[CH:15]=[CH:14][C:13]([O:16][C:17]([F:20])([F:19])[F:18])=[CH:12][CH:11]=3)=[O:21])=[CH:5][N:4]=2)[CH2:23]1. Reported procedure: The title compound was prepared in an analogous fashion to that described in Example 93 using (S)-tert-butyl ((1-(3-bromo-5-((4-(trifluoromethoxy)phenyl)carbamoyl)pyridin-2-yl)pyrrolidin-3-yl)methyl)carbamate (Stage 108.1) and pyridin-3-ylboronic acid. LC-MS (Condition 6) tR=0.8 min, m/z=458.0 [M+H]+. Starting materials: CC(C)(C)OC(=O)Nc1cccc(-c2ccc3nc(C(=O)O)cn3c2)n1, CCOC(=O)c1cn2cc(-c3ccco3)ccc2n1. The product is O=C(O)c1cn2cc(-c3ccco3)ccc2n1. As a reaction SMILES: [CH3:20][C:21]([CH3:22])([O:23][C:24]([NH:25][c:26]1[n:27][c:28](-[c:29]2[cH:30][cH:31][c:32]3[n:33]([cH:34][c:35]([C:36]([OH:37])=[O:38])[n:39]3)[cH:40]2)[cH:41][cH:42][cH:43]1)=[O:44])[CH3:45].[o:1]1[c:2](-[c:6]2[cH:7][cH:8][c:9]3[n:10]([cH:11]2)[cH:12][c:13]([C:15](=[O:16])[O:17][CH2:18][CH3:19])[n:14]3)[cH:3][cH:4][cH:5]1>>[o:1]1[c:2](-[c:6]2[cH:7][cH:8][c:9]3[n:10]([cH:11]2)[cH:12][c:13]([C:15](=[O:16])[OH:17])[n:14]3)[cH:3][cH:4][cH:5]1. Starting materials: [Li]CCCC, C1CCOC1, COC(OC)C(=O)N1CCOCC1, c1ccc2sccc2c1. Yields the product COC(OC)C(=O)c1cc2ccccc2s1. Reaction SMILES: [CH2:10]([Li:11])[CH2:12][CH2:13][CH3:14].[CH2:28]1[O:29][CH2:30][CH2:31][CH2:32]1.[CH3:15][O:16][CH:17]([C:18](=[O:19])[N:20]1[CH2:21][CH2:22][O:23][CH2:24][CH2:25]1)[O:26][CH3:27].[s:1]1[cH:2][cH:3][c:4]2[c:5]1[cH:6][cH:7][cH:8][cH:9]2>>[s:1]1[c:2]([C:18]([CH:17]([O:16][CH3:15])[O:26][CH3:27])=[O:19])[cH:3][c:4]2[c:5]1[cH:6][cH:7][cH:8][cH:9]2.